This data is from the Open Reaction Database (ORD), a public repository of structured organic reaction records. The task is: describe an organic reaction: reactants, conditions, products, and yield Reactants: COC1=CC=C(C=C1)C(C1=CC=CC=C1)(C1=CC=C(C=C1)OC)NC=1CS(CC[C@@](N1)(C(F)F)C1=C(C=CC(=C1)Br)F)(=O)=O ([bis-(4-methoxy-phenyl)-phenyl-methyl]-[(S)-5-(5-bromo-2-fluoro-phenyl)-5-difluoromethyl-1,1-dioxo-2,5,6,7-tetrahydro-1H-1λ6-[1,4]thiazepin-3-yl]-amine), CC(C)([O-])C.[Na+] (sodium tert-butoxide), C(C)(C)(C)P(C1=C(C=CC=C1)C1=C(C=C(C=C1C(C)C)C(C)C)C(C)C)C(C)(C)C (2-di-tertbutylphosphino-2′,4′,6′-triisopropylbiphenyl), C(C1=CC=CC=C1)(C1=CC=CC=C1)=N (benzophenonimine). The reagents and catalysts are C1=CC=C(C=C1)/C=C/C(=O)/C=C/C2=CC=CC=C2.C1=CC=C(C=C1)/C=C/C(=O)/C=C/C2=CC=CC=C2.C1=CC=C(C=C1)/C=C/C(=O)/C=C/C2=CC=CC=C2.C(Cl)(Cl)Cl.[Pd].[Pd] (tris(dibenzylideneacetone)dipalladium(0) chloroform adduct). Solvent: C1(=CC=CC=C1)C (toluene). Conditions: temperature 105 celsius, time 4 hour. Yields the product C(C1=CC=CC=C1)(C1=CC=CC=C1)=NC=1C=CC(=C(C1)[C@]1(N=C(CS(CC1)(=O)=O)NC(C1=CC=CC=C1)(C1=CC=C(C=C1)OC)C1=CC=C(C=C1)OC)C(F)F)F ({(S)-5-[5-(benzhydrylidene-amino)-2-fluoro-phenyl]-5-difluoromethyl-1,1-dioxo-2,5,6,7-tetrahydro-1H-1λ6-[1,4]thiazepin-3-yl}-[bis-(4-methoxy-phenyl)-phenyl-methyl]-amine). Isolated yield 50.7%. Reaction SMILES: [CH3:1][O:2][C:3]1[CH:8]=[CH:7][C:6]([C:9]([NH:24][C:25]2[CH2:26][S:27](=[O:44])(=[O:43])[CH2:28][CH2:29][C@:30]([C:35]3[CH:40]=[C:39](Br)[CH:38]=[CH:37][C:36]=3[F:42])([CH:32]([F:34])[F:33])[N:31]=2)([C:16]2[CH:21]=[CH:20][C:19]([O:22][CH3:23])=[CH:18][CH:17]=2)[C:10]2[CH:15]=[CH:14][CH:13]=[CH:12][CH:11]=2)=[CH:5][CH:4]=1.CC(C)([O-])C.[Na+].C(P(C(C)(C)C)C1C=CC=CC=1C1C(C(C)C)=CC(C(C)C)=CC=1C(C)C)(C)(C)C.[C:81](=[NH:94])([C:88]1[CH:93]=[CH:92][CH:91]=[CH:90][CH:89]=1)[C:82]1[CH:87]=[CH:86][CH:85]=[CH:84][CH:83]=1>C1(C)C=CC=CC=1.C1C=CC(/C=C/C(/C=C/C2C=CC=CC=2)=O)=CC=1.C1C=CC(/C=C/C(/C=C/C2C=CC=CC=2)=O)=CC=1.C1C=CC(/C=C/C(/C=C/C2C=CC=CC=2)=O)=CC=1.C(Cl)(Cl)Cl.[Pd].[Pd]>[C:81](=[N:94][C:39]1[CH:38]=[CH:37][C:36]([F:42])=[C:35]([C@:30]2([CH:32]([F:34])[F:33])[CH2:29][CH2:28][S:27](=[O:44])(=[O:43])[CH2:26][C:25]([NH:24][C:9]([C:16]3[CH:21]=[CH:20][C:19]([O:22][CH3:23])=[CH:18][CH:17]=3)([C:6]3[CH:7]=[CH:8][C:3]([O:2][CH3:1])=[CH:4][CH:5]=3)[C:10]3[CH:15]=[CH:14][CH:13]=[CH:12][CH:11]=3)=[N:31]2)[CH:40]=1)([C:88]1[CH:89]=[CH:90][CH:91]=[CH:92][CH:93]=1)[C:82]1[CH:87]=[CH:86][CH:85]=[CH:84][CH:83]=1 |f:1.2,6.7.8.9.10.11|. Procedure: In a tube under an atmosphere of argon a solution of [bis-(4-methoxy-phenyl)-phenyl-methyl]-[(S)-5-(5-bromo-2-fluoro-phenyl)-5-difluoromethyl-1,1-dioxo-2,5,6,7-tetrahydro-1H-1λ6-[1,4]thiazepin-3-yl]-amine (356 mg, 518 μmol) in toluene (5 ml) was treated successively with sodium tert-butoxide (149 mg, 1.55 mmol), 2-di-tertbutylphosphino-2′,4′,6′-triisopropylbiphenyl (33 mg, 77.7 μmol), tris(dibenzylideneacetone)dipalladium(0) chloroform adduct (26.8 mg, 26 μmol), and benzophenonimine (188 mg, 1.0... Starting materials: C(C1=CC=CC=C1)OC(=O)N[C@@H](CC1=CNC=N1)C(=O)N=[N+]=[N-] (Nα -benzyloxycarbonyl-L-histidine azide), C(C1=CC=CC=C1)OC(=O)N[C@@H](CC1=CNC=N1)C(=O)NN (Nα -benzyloxycarbonyl-L-histidine hydrazide), C1(=CC=CC=C1)NC(=O)[C@H]1NCCC1 ((S)-N-phenyl-2-pyrrolidinecarboxamide). The solvent is C(C)(=O)OCC (ethyl acetate). Yields the product C(C1=CC=CC=C1)OC(=O)N[C@@H](CC1=CNC=N1)C(=O)N1[C@H](C(=O)NC2=CC=CC=C2)CCC1 (Nα -benzyloxycarbonyl-L-histidyl-N-phenyl-L-prolinamide). As a reaction SMILES: [CH2:1]([O:8][C:9]([NH:11][C@H:12]([C:19]([N:21]=[N+]=[N-])=[O:20])[CH2:13][C:14]1[N:18]=[CH:17][NH:16][CH:15]=1)=[O:10])[C:2]1[CH:7]=[CH:6][CH:5]=[CH:4][CH:3]=1.C(OC(N[C@H](C(NN)=O)CC1N=CNC=1)=O)C1C=CC=CC=1.[C:46]1([NH:52][C:53]([C@@H:55]2[CH2:59][CH2:58][CH2:57]N2)=[O:54])[CH:51]=[CH:50][CH:49]=[CH:48][CH:47]=1>C(OCC)(=O)C>[CH2:1]([O:8][C:9]([NH:11][C@H:12]([C:19]([N:21]1[CH2:57][CH2:58][CH2:59][C@H:55]1[C:53]([NH:52][C:46]1[CH:51]=[CH:50][CH:49]=[CH:48][CH:47]=1)=[O:54])=[O:20])[CH2:13][C:14]1[N:18]=[CH:17][NH:16][CH:15]=1)=[O:10])[C:2]1[CH:7]=[CH:6][CH:5]=[CH:4][CH:3]=1. Procedure details: To 45 ml of an ethyl acetate solution of Nα -benzyloxycarbonyl-L-histidine azide (4) prepared from 3.03 g of Nα -benzyloxycarbonyl-L-histidine hydrazide (3) by a known method was added 1.52 g of compound (94) under ice-cooling and the reaction was maintained overnight in a refrigerator. The reaction mixture was concentrated and the residue thus formed was subjected to silica gel column chromatography. By eluting the product with chloroform-methanol (95:5), 2.49 g of Nα -benzyloxycarbonyl-L-histi...